From a dataset of the Open Reaction Database (ORD), a public repository of structured organic reaction records. describe an organic reaction: reactants, conditions, products, and yield Procedure details: By an operation in the same manner as in Example 1 and using (2S,3S)-2,3-diethylpyrrolidin-3-ol 0.5 oxalate (201 mg), 2-chloro-4-fluoro-3-methylbenzonitrile (294 mg) and lithium carbonate (250 mg), the title compound was obtained as pale-yellow oil (yield: 95.6 mg, yield: 31%). As a reaction SMILES: [CH:1]1([C@:4]2([OH:12])[CH2:8][CH2:7][NH:6][C@H:5]2[CH:9]([CH3:11])C)[CH2:3]C1.[Cl:13][C:14]1[C:21]([CH3:22])=[C:20](F)[CH:19]=[CH:18][C:15]=1[C:16]#[N:17].C(=O)([O-])[O-].[Li+].[Li+]>>[Cl:13][C:14]1[C:21]([CH3:22])=[C:20]([N:6]2[CH2:7][CH2:8][C@:4]([CH2:1][CH3:3])([OH:12])[C@@H:5]2[CH2:9][CH3:11])[CH:19]=[CH:18][C:15]=1[C:16]#[N:17] |f:2.3.4|. Reactants: C([O-])([O-])=O.[Li+].[Li+] (lithium carbonate), C1(CC1)[C@]1([C@@H](NCC1)C(C)C)O ((2S,3R)-3-cyclopropyl-2-isopropylpyrrolidin-3-ol), ClC1=C(C#N)C=CC(=C1C)F (2-chloro-4-fluoro-3-methylbenzonitrile). Yield: 31.0%. The product is ClC1=C(C#N)C=CC(=C1C)N1[C@H]([C@](CC1)(O)CC)CC (2-chloro-4-[(2S,3S)-2,3-diethyl-3-hydroxypyrrolidin-1-yl]-3-methylbenzonitrile), oil. The reactants are ClCCCBr, O=C([O-])[O-], COC(=O)C1Sc2cc(OC)ccc2CCC1=O, CC#N, [I-], [K+], [K+], [K+]. The product is COC(=O)C1(CCCCl)Sc2cc(OC)ccc2CCC1=O. As a reaction SMILES: [Br:19][CH2:20][CH2:21][CH2:22][Cl:23].[C:26](=[O:27])([O-:28])[O-:29].[CH3:1][O:2][c:3]1[cH:4][c:5]2[c:6]([cH:17][cH:18]1)[CH2:7][CH2:8][C:9](=[O:16])[CH:10]([C:12](=[O:13])[O:14][CH3:15])[S:11]2.[CH3:32][C:33]#[N:34].[I-:25].[K+:24].[K+:30].[K+:31]>>[CH3:1][O:2][c:3]1[cH:4][c:5]2[c:6]([cH:17][cH:18]1)[CH2:7][CH2:8][C:9](=[O:16])[C:10]([C:12](=[O:13])[O:14][CH3:15])([CH2:20][CH2:21][CH2:22][Cl:23])[S:11]2. The reactants are COc1ccc(P2(=S)SP(=S)(c3ccc(OC)cc3)S2)cc1, Cc1ccccc1, CSc1ccc(NC(=O)c2ccc(Cl)cc2)cc1. Yields the product CSc1ccc(NC(=S)c2ccc(Cl)cc2)cc1. RXN SMILES: [CH3:19][O:20][c:21]1[cH:22][cH:23][c:24]([P:25]2(=[S:28])[S:26][P:27]([c:29]3[cH:30][cH:31][c:32]([O:33][CH3:34])[cH:35][cH:36]3)(=[S:37])[S:38]2)[cH:39][cH:40]1.[CH3:41][c:42]1[cH:43][cH:44][cH:45][cH:46][cH:47]1.[Cl:1][c:2]1[cH:3][cH:4][c:5]([C:6](=[O:7])[NH:8][c:9]2[cH:10][cH:11][c:12]([S:15][CH3:16])[cH:13][cH:14]2)[cH:17][cH:18]1>>[Cl:1][c:2]1[cH:3][cH:4][c:5]([C:6]([NH:8][c:9]2[cH:10][cH:11][c:12]([S:15][CH3:16])[cH:13][cH:14]2)=[S:28])[cH:17][cH:18]1. The reactants are [C-]#N.[Na+] (sodium cyanide), BrC1=C(SC=C1)S(=O)(=O)NC(C)(C)C (3-bromo-N-(1,1-dimethylethyl)thiophene-2-sulfonamide), cuprous cyanide, BrC=1SC=CC1 (bromothiophene). The solvent is CN(C=O)C (dimethylformamide). The product is C(#N)C1=C(SC=C1)S(=O)(=O)NC(C)(C)C (3-Cyano-N-(1,1-dimethylethyl)thiophene-2-sulfonamide). Reaction SMILES: Br[C:2]1[CH:6]=[CH:5][S:4][C:3]=1[S:7]([NH:10][C:11]([CH3:14])([CH3:13])[CH3:12])(=[O:9])=[O:8].BrC1SC=CC=1.[C-:21]#[N:22].[Na+]>CN(C)C=O>[C:21]([C:2]1[CH:6]=[CH:5][S:4][C:3]=1[S:7]([NH:10][C:11]([CH3:14])([CH3:13])[CH3:12])(=[O:9])=[O:8])#[N:22] |f:2.3|. Procedure details: A mixture of 197.7 g of 3-bromo-N-(1,1-dimethylethyl)thiophene-2-sulfonamide, 195.9 g of cuprous cyanide and 500 mL of dimethylformamide was heated to 150° for two one half hours at which time none of the bromothiophene remained as indicated by thin layer chromatography. The reaction was cooled to room temperature and poured into 1500 mL of 10% aqueous sodium cyanide. The aqueous mixture was extracted with five, 200 mL portions of ethyl ether and the combined extracts were washed with five, 150 ... Conditions: time 7 day. RXN SMILES: Cl[C:2]([O:4][CH3:5])=[O:3].[NH2:6][N:7]=[CH:8][C:9]1[CH:14]=[CH:13][C:12]([NH:15][C:16](=[O:24])[NH:17][CH2:18][C:19]([O:21][CH2:22][CH3:23])=[O:20])=[CH:11][CH:10]=1>C(N(CC)CC)C.CN(C=O)C>[CH3:5][O:4][C:2]([NH:6][N:7]=[CH:8][C:9]1[CH:14]=[CH:13][C:12]([NH:15][C:16](=[O:24])[NH:17][CH2:18][C:19]([O:21][CH2:22][CH3:23])=[O:20])=[CH:11][CH:10]=1)=[O:3]. The solvent is C(C)N(CC)CC (triethylamine), CN(C)C=O (DMF). Procedure details: 1.74 g (22.7 mmol) of methyl chloroformate are added dropwise to a solution of 5 g (18.92 mmol) of ethyl (3-(4-(aminoiminomethyl)phenyl)ureido)acetate in 53 ml of triethylamine and 100 ml of DMF. After 7 d at room temperature, solid is filtered off and the filtrate is concentrated in vacuo. The residue is chromatographed on silica gel (ethyl acetate/methanol 95:5). Product: COC(=O)NN=CC1=CC=C(C=C1)NC(NCC(=O)OCC)=O (Ethyl (3-(4-(methoxycarbonylaminoiminomethyl)phenyl)ureido)acetate). Reactants: ClC(=O)OC (methyl chloroformate), NN=CC1=CC=C(C=C1)NC(NCC(=O)OCC)=O (ethyl (3-(4-(aminoiminomethyl)phenyl)ureido)acetate).